describe an organic reaction: reactants, conditions, products, and yield From a dataset of the Open Reaction Database (ORD), a public repository of structured organic reaction records. Reactants: Cc1ccccc1, O=Cc1ccccc1, CN1CCN(c2nc3cc(Cl)c(N)cc3o2)CC1. As a reaction SMILES: [CH3:27][c:28]1[cH:29][cH:30][cH:31][cH:32][cH:33]1.[CH:19](=[O:20])[c:21]1[cH:22][cH:23][cH:24][cH:25][cH:26]1.[NH2:1][c:2]1[cH:3][c:4]2[c:5]([n:6][c:7]([N:9]3[CH2:10][CH2:11][N:12]([CH3:15])[CH2:13][CH2:14]3)[o:8]2)[cH:16][c:17]1[Cl:18]>>[N:1]([c:2]1[cH:3][c:4]2[c:5]([n:6][c:7]([N:9]3[CH2:10][CH2:11][N:12]([CH3:15])[CH2:13][CH2:14]3)[o:8]2)[cH:16][c:17]1[Cl:18])=[CH:19][c:21]1[cH:22][cH:23][cH:24][cH:25][cH:26]1. Product: CN1CCN(c2nc3cc(Cl)c(N=Cc4ccccc4)cc3o2)CC1. The reactants are CN(CCOC=1C=CC(=C(C1)N)[N+](=O)[O-])C (5-(2-Dimethylamino-ethoxy)-2-nitro-phenylamine). Solvent: CCO (EtOH). Run at time 6 hour. Product: CN(CCOC=1C=C(C(=CC1)N)N)C (4-(2-Dimethylamino-ethoxy)-benzene-1,2-diamine). Isolated yield 90.3%. Reaction SMILES: [CH3:1][N:2]([CH3:16])[CH2:3][CH2:4][O:5][C:6]1[CH:7]=[CH:8][C:9]([N+:13]([O-])=O)=[C:10]([NH2:12])[CH:11]=1>CCO>[CH3:1][N:2]([CH3:16])[CH2:3][CH2:4][O:5][C:6]1[CH:11]=[C:10]([NH2:12])[C:9]([NH2:13])=[CH:8][CH:7]=1. Reported procedure: 5-(2-Dimethylamino-ethoxy)-2-nitro-phenylamine (0.85 g, 3.77 mmol) was dissolved in EtOH and shaken under an atmosphere of H2 for 6 hours. The catalyst was removed by filtration. Evaporation in vacuo gave 4-(2-Dimethylamino-ethoxy)-benzene-1,2-diamine as a dark yellow oil (0.665 g, 90%). MS(ESI) m/z 196.0 (M+H)+